This data is from the Open Reaction Database (ORD), a public repository of structured organic reaction records. The task is: describe an organic reaction: reactants, conditions, products, and yield Reactants: C(C)N(C(=O)C=1C=CC=2C(C3=CC(=CC=C3OC2C1)NC(C)=O)(C1CCN(CC1)C)O)CC (7-Acetylamino-9-hydroxy-9-(1-methyl-piperidin-4-yl)-9H-xanthene-3-carboxylic acid diethylamide), FC(S(=O)(=O)O)(F)F (trifluoromethanesulfonic acid), [OH-].[Na+] (NaOH). Product: C(C)N(C(=O)C=1C=CC=2C(C3=CC(=CC=C3OC2C1)NC(C)=O)=C1CCN(CC1)C)CC (7-Acetylamino-9-(1-methyl-piperidin-4-ylidene)-9H-xanthene-3-carboxylic acid diethylamide). Yield: 3.5%. RXN SMILES: [CH2:1]([N:3]([CH2:32][CH3:33])[C:4]([C:6]1[CH:7]=[CH:8][C:9]2[C:10](O)([CH:24]3[CH2:29][CH2:28][N:27]([CH3:30])[CH2:26][CH2:25]3)[C:11]3[C:16]([O:17][C:18]=2[CH:19]=1)=[CH:15][CH:14]=[C:13]([NH:20][C:21](=[O:23])[CH3:22])[CH:12]=3)=[O:5])[CH3:2].FC(F)(F)S(O)(=O)=O.[OH-].[Na+]>>[CH2:32]([N:3]([CH2:1][CH3:2])[C:4]([C:6]1[CH:7]=[CH:8][C:9]2[C:10](=[C:24]3[CH2:25][CH2:26][N:27]([CH3:30])[CH2:28][CH2:29]3)[C:11]3[C:16]([O:17][C:18]=2[CH:19]=1)=[CH:15][CH:14]=[C:13]([NH:20][C:21](=[O:23])[CH3:22])[CH:12]=3)=[O:5])[CH3:33] |f:2.3|. Procedure details: Into a flask was placed compound 8f (0.3 g, 0.66 mmol) and trifluoromethanesulfonic acid (2 mL). After heating on a steam bath for 1 h the reaction was poured into 3 N NaOH and ice. The aqueous solution was extracted with CH2Cl2 and dried over sodium sulfate. The solvent was evaporated in vacuo and the resulting residue was passed through a flash column (silica gel; 90:10:1 CH2Cl2:CH3OH:NH4OH) to give 0.01 g of compound 9f. MS m/z=435 (M+1). Reactants: C1(=CC=CC=C1)C(N1C(C(C2=CC=CC=C12)C=1C=C2CCCOC2=CC1O)=O)C1=CC=CC=C1 (1-(diphenylmethyl)-3-(7-hydroxy-3,4-dihydro-2H-chromen-6-yl)-1,3-dihydro-2H-indol-2-one), C1(=CC=CC=C1)C(N1C(C(C2=CC=CC=C12)C1=C(C=C(C(=C1)C)OC)O)=O)C1=CC=CC=C1 (1-(diphenylmethyl)-3-(2-hydroxy-4-methoxy-5-methylphenyl)-1,3-dihydro-2H-indol-2-one). Yields the product C1(=CC=CC=C1)C(N1C(C2(C3=CC=CC=C13)COC1=C2C=C2CCCOC2=C1)=O)C1=CC=CC=C1 (1′-(diphenylmethyl)-6,7-dihydro-5H-spiro[furo[3,2-g]chromene-3,3′-indol]-2′(1′H)-one). RXN SMILES: [C:1]1([CH:7]([C:29]2[CH:34]=[CH:33][CH:32]=[CH:31][CH:30]=2)[N:8]2[C:16]3[C:11](=[CH:12][CH:13]=[CH:14][CH:15]=3)[CH:10]([C:17]3[CH:18]=[C:19]4[C:24](=[CH:25][C:26]=3[OH:27])[O:23][CH2:22][CH2:21][CH2:20]4)[C:9]2=[O:28])[CH:6]=[CH:5][CH:4]=[CH:3][CH:2]=1.[C:35]1(C(C2C=CC=CC=2)N2C3C(=CC=CC=3)C(C3C=C(C)C(OC)=CC=3O)C2=O)C=CC=CC=1>>[C:29]1([CH:7]([C:1]2[CH:6]=[CH:5][CH:4]=[CH:3][CH:2]=2)[N:8]2[C:16]3[C:11](=[CH:12][CH:13]=[CH:14][CH:15]=3)[C:10]3([C:17]4[CH:18]=[C:19]5[C:24](=[CH:25][C:26]=4[O:27][CH2:35]3)[O:23][CH2:22][CH2:21][CH2:20]5)[C:9]2=[O:28])[CH:34]=[CH:33][CH:32]=[CH:31][CH:30]=1. Procedure details: Following the procedure as described in EXAMPLE 2 and making non-critical variations using 1-(diphenylmethyl)-3-(7-hydroxy-3,4-dihydro-2H-chromen-6-yl)-1,3-dihydro-2H-indol-2-one to replace 1-(diphenylmethyl)-3-(2-hydroxy-4-methoxy-5-methylphenyl)-1,3-dihydro-2H-indol-2-one, 1′-(diphenylmethyl)-6,7-dihydro-5H-spiro[furo[3,2-g]chromene-3,3′-indol]-2′(1′H)-one was obtained (70%) as an off-white solid: mp 208-211° C. (hexanes); 1H NMR (300 MHz, CDCl3) δ7.41-7.29 (m, 10H), 7.16 (dd, J=6.6, 1.8 Hz, 1... Starting materials: C(\C=C/C(=O)O)(=O)O (maleic acid), O[C@H]1[C@@H]([C@]2(C)[C@@H](C1)[C@@H]1CCC3=CC(CC[C@]3(C)[C@H]1CC2)=O)NC (16α-hyroxy-17β-methylamino-androst-4-en-3-one). Solvent: C(C)O (ethanol), ClCCl (dichloromethane), C(C)O (ethanol). The product is C(\C=C/C(=O)O)(=O)O.O[C@H]1[C@@H]([C@]2(C)[C@@H](C1)[C@@H]1CCC3=CC(CC[C@]3(C)[C@H]1CC2)=O)NC (16α-hydroxy-17β-methylamino-androst-4-en-3-one (Z)-2-butenedioate). Yield: 97.2%. RXN SMILES: [C:1]([OH:8])(=[O:7])/[CH:2]=[CH:3]\[C:4]([OH:6])=[O:5].[OH:9][C@@H:10]1[CH2:15][C@H:14]2[C@H:16]3[C@H:26]([CH2:27][CH2:28][C@:12]2([CH3:13])[C@H:11]1[NH:30][CH3:31])[C@:24]1([CH3:25])[C:19](=[CH:20][C:21](=[O:29])[CH2:22][CH2:23]1)[CH2:18][CH2:17]3>C(O)C.ClCCl>[C:1]([OH:8])(=[O:7])/[CH:2]=[CH:3]\[C:4]([OH:6])=[O:5].[OH:9][C@@H:10]1[CH2:15][C@H:14]2[C@H:16]3[C@H:26]([CH2:27][CH2:28][C@:12]2([CH3:13])[C@H:11]1[NH:30][CH3:31])[C@:24]1([CH3:25])[C:19](=[CH:20][C:21](=[O:29])[CH2:22][CH2:23]1)[CH2:18][CH2:17]3 |f:4.5|. Procedure: A solution of maleic acid (0.73 g) in ethanol (15 ml) was added to a solution of 16α-hyroxy-17β-methylamino-androst-4-en-3-one (2 g) in dichloromethane (15 ml) and ethanol (15 ml). Evaporation of the solvent gave a solid residue which was crystallised from dichloromethane-acetone to give 16α-hydroxy-17β-methylamino-androst-4-en-3-one (Z)-2-butenedioate as prisms (2.65 g), m.p. 193° C. (decomp.), [α]D +114° (c 0.88 in EtOH). Starting materials: CC(=O)[O-], CC(=O)O, Fc1cc(Cl)ccc1C=Cc1nc(CCl)co1, [Na+]. Product: OCc1coc(C=Cc2ccc(Cl)cc2F)n1. Reaction SMILES: [CH3:19][C:20]([O-:21])=[O:22].[CH3:23][C:24](=[O:25])[OH:26].[Cl:1][c:2]1[cH:3][c:4]([F:17])[c:5]([CH:8]=[CH:9][c:10]2[o:11][cH:12][c:13]([CH2:15][Cl:16])[n:14]2)[cH:6][cH:7]1.[Na+:18]>>[Cl:1][c:2]1[cH:3][c:4]([F:17])[c:5]([CH:8]=[CH:9][c:10]2[o:11][cH:12][c:13]([CH2:15][OH:21])[n:14]2)[cH:6][cH:7]1. Reactants: FC1=CC(=C(N)C=C1)C (4-fluoro-2-methylaniline), CC1N(CCC2=CC=CC=C12)C1=NC=2CCCCC2C(=N1)Cl (2-(1-methyl-1,2,3,4-tetrahydroisoquinolin-2-yl)-4-chloro-5,6,7,8-tetrahydroquinazoline). The solvent is CN(C=O)C (dimethylformamide). Product: Cl.CC1=C(C=CC(=C1)F)NC1=NC(=NC=2CCCCC12)N1C(C2=CC=CC=C2CC1)C (4-(2-Methyl-4-fluorophenylamino)-2-(1-methyl-1,2,3,4-tetrahydroisoquinolin-2-yl)-5,6,7,8-tetrahydroquinazoline hydrochloride). The yield is 31.1%. Reaction SMILES: [F:1][C:2]1[CH:8]=[CH:7][C:5]([NH2:6])=[C:4]([CH3:9])[CH:3]=1.[CH3:10][CH:11]1[C:20]2[C:15](=[CH:16][CH:17]=[CH:18][CH:19]=2)[CH2:14][CH2:13][N:12]1[C:21]1[N:30]=[C:29]([Cl:31])[C:28]2[CH2:27][CH2:26][CH2:25][CH2:24][C:23]=2[N:22]=1>CN(C)C=O>[ClH:31].[CH3:9][C:4]1[CH:3]=[C:2]([F:1])[CH:8]=[CH:7][C:5]=1[NH:6][C:29]1[C:28]2[CH2:27][CH2:26][CH2:25][CH2:24][C:23]=2[N:22]=[C:21]([N:12]2[CH2:13][CH2:14][C:15]3[C:20](=[CH:19][CH:18]=[CH:17][CH:16]=3)[CH:11]2[CH3:10])[N:30]=1 |f:3.4|. Procedure details: After 4-fluoro-2-methylaniline(0.3 ml, 2.7 mmol) was added to a mixture solution of 2-(1-methyl-1,2,3,4-tetrahydroisoquinolin-2-yl)-4-chloro-5,6,7,8-tetrahydroquinazoline(0.35 g, 1.1 mmol) and dimethylformamide(5 ml), 0.15 g of the titled compound was obtained in accordance with the same procedure as in Step 4 of Example 57.